Dataset: the Open Reaction Database (ORD), a public repository of structured organic reaction records. Task: describe an organic reaction: reactants, conditions, products, and yield Starting materials: C(CC)C1=NC2=C(N1CC1=CC=C(C=C1)C1=C(C=CC=C1)C#N)C=C(C=C2C)C=2NC1=C(N2)C=CC=C1 (4'-[[2-n-propyl-4-methyl-6-(benzimidazol-2-yl)-benzimidazol-1-yl]-methyl]-2-cyanobiphenyl), [N-]=[N+]=[N-].[Na+] (sodium azide). The solvent is CN(C=O)C (dimethyl-formamide). Product: C(CC)C1=NC2=C(N1CC1=CC=C(C=C1)C1=C(C=CC=C1)C1=NN=NN1)C=C(C=C2C)C=2NC1=C(N2)C=CC=C1 (4'-[[2-n-Propyl-4-methyl-6-(benzimidazol-2-yl)-benzimidazol-1-yl]-methyl]-2-(1H-tetrazol-5-yl)-biphenyl). Reaction SMILES: [CH2:1]([C:4]1[N:8]([CH2:9][C:10]2[CH:15]=[CH:14][C:13]([C:16]3[CH:21]=[CH:20][CH:19]=[CH:18][C:17]=3[C:22]#[N:23])=[CH:12][CH:11]=2)[C:7]2[CH:24]=[C:25]([C:29]3[NH:30][C:31]4[CH:37]=[CH:36][CH:35]=[CH:34][C:32]=4[N:33]=3)[CH:26]=[C:27]([CH3:28])[C:6]=2[N:5]=1)[CH2:2][CH3:3].[N-:38]=[N+:39]=[N-:40].[Na+]>CN(C)C=O>[CH2:1]([C:4]1[N:8]([CH2:9][C:10]2[CH:11]=[CH:12][C:13]([C:16]3[CH:21]=[CH:20][CH:19]=[CH:18][C:17]=3[C:22]3[NH:40][N:39]=[N:38][N:23]=3)=[CH:14][CH:15]=2)[C:7]2[CH:24]=[C:25]([C:29]3[NH:33][C:32]4[CH:34]=[CH:35][CH:36]=[CH:37][C:31]=4[N:30]=3)[CH:26]=[C:27]([CH3:28])[C:6]=2[N:5]=1)[CH2:2][CH3:3] |f:1.2|. Procedure: Prepared analogously to Example 10 from 4'-[[2-n-propyl-4-methyl-6-(benzimidazol-2-yl)-benzimidazol-1-yl]-methyl]-2-cyanobiphenyl and sodium azide in dimethyl-formamide. Starting materials: CN(C(CCN1N=C(C2=CC(=CC=C12)Cl)NCCCN(CC)CC)C)C (1-(3-dimethylaminobutyl)-3-(3-diethylaminopropylamino)-5-chloroindazole), Cl (hydrogen chloride), C(C)OCC (diethyl ether). Run in C(C)O (ethyl alcohol). Yields the product Cl.Cl.CN(C(CCN1N=C(C2=CC(=CC=C12)Cl)NCCCN(CC)CC)C)C (1-(3-dimethylaminobutyl)-3-(3-diethylaminopropylamino)-5-chloroindazole dihydrochloric acid). RXN SMILES: [CH3:1][N:2]([CH3:26])[CH:3]([CH3:25])[CH2:4][CH2:5][N:6]1[C:14]2[C:9](=[CH:10][C:11]([Cl:15])=[CH:12][CH:13]=2)[C:8]([NH:16][CH2:17][CH2:18][CH2:19][N:20]([CH2:23][CH3:24])[CH2:21][CH3:22])=[N:7]1.[ClH:27].C(OCC)C>C(O)C>[ClH:15].[ClH:27].[CH3:26][N:2]([CH3:1])[CH:3]([CH3:25])[CH2:4][CH2:5][N:6]1[C:14]2[C:9](=[CH:10][C:11]([Cl:15])=[CH:12][CH:13]=2)[C:8]([NH:16][CH2:17][CH2:18][CH2:19][N:20]([CH2:23][CH3:24])[CH2:21][CH3:22])=[N:7]1 |f:4.5.6|. Reported procedure: In 50 ml of absolute ethyl alcohol was dissolved 3.10 g of the 1-(3-dimethylaminobutyl)-3-(3-diethylaminopropylamino)-5-chloroindazole, and into the solution was introduced dried hydrogen chloride gas under cooling with ice. Then to the solution was added anhydrous diethyl ether to separate crystals. The crystals were obtained by filtration and dried to give 1-(3-dimethylaminobutyl)-3-(3-diethylaminopropylamino)-5-chloroindazole dihydrochloric acid having the following analytical value. Starting materials: NC1=CC=CC=C1 (aniline), C([O-])(O)=O.[Na+] (sodium bicarbonate), C1(=CC=C(C=C1)S(=O)(=O)Cl)C (p-toluene sulfonyl chloride). Solvent: O (water). The product is CC1=CC=C(C=C1)S(=O)(=O)NC1=CC=CC=C1 ([(4-Methylphenyl)sulfonyl]phenylamine). Yield: 85.2%. RXN SMILES: [NH2:1][C:2]1[CH:7]=[CH:6][CH:5]=[CH:4][CH:3]=1.C(=O)(O)[O-].[Na+].[C:13]1([CH3:23])[CH:18]=[CH:17][C:16]([S:19](Cl)(=[O:21])=[O:20])=[CH:15][CH:14]=1>O>[CH3:23][C:13]1[CH:18]=[CH:17][C:16]([S:19]([NH:1][C:2]2[CH:7]=[CH:6][CH:5]=[CH:4][CH:3]=2)(=[O:21])=[O:20])=[CH:15][CH:14]=1 |f:1.2|. Procedure: The title compound was synthesized by triturating aniline (0.5 g, 5.36 mmol), powdered sodium bicarbonate (0.9 g, 1.07 mmol) and powdered p-toluene sulfonyl chloride (1.02 g, 5.36 mmol) for 5 min at rt. The reaction mixture was stirred with water, filtered, washed with water and dried to give 16 (1.13 g, 84.9%). Product was purified by FCC by using eluent as in 15 to give 16 as white powder (0.9 g), mp-95-97° C. (lit32A 96° C.); IR(CHCl3) 3255, 1599, 1342, 1160, cm−1; 1H NMR (500 MHz, DMSOD6) δ ... The reactants are C1=CC(=CC=C1C2=CC=C(C=C2)O)O (p,p'-biphenol), Cl (hydrochloric acid), C(CCCCCCC)OC1=CC=C(C(=O)Cl)C=C1 (4-octyloxybenzoyl chloride), C(CCCCCCC)OC1=CC=C(C(=O)O)C=C1 (4-octyloxybenzoic acid). The solvent is N1=CC=CC=C1 (pyridine). Yields the product C(CCCCCCC)OC1=CC=C(C(=O)O)C=C1.OC1=CC=C(C=C1)C1=CC=CC=C1 (4'-hydroxybiphenyl 4-octyloxybenzoate). Yield: 53.0%. As a reaction SMILES: [CH:1]1[C:6]([C:7]2[CH:12]=[CH:11][C:10]([OH:13])=[CH:9][CH:8]=2)=[CH:5][CH:4]=[C:3](O)[CH:2]=1.C(OC1C=CC(C(Cl)=O)=CC=1)CCCCCCC.[CH2:33]([O:41][C:42]1[CH:50]=[CH:49][C:45]([C:46]([OH:48])=[O:47])=[CH:44][CH:43]=1)[CH2:34][CH2:35][CH2:36][CH2:37][CH2:38][CH2:39][CH3:40].Cl>N1C=CC=CC=1>[CH2:33]([O:41][C:42]1[CH:43]=[CH:44][C:45]([C:46]([OH:48])=[O:47])=[CH:49][CH:50]=1)[CH2:34][CH2:35][CH2:36][CH2:37][CH2:38][CH2:39][CH3:40].[OH:13][C:10]1[CH:9]=[CH:8][C:7]([C:6]2[CH:1]=[CH:2][CH:3]=[CH:4][CH:5]=2)=[CH:12][CH:11]=1 |f:5.6|. Reported procedure: 11.2 g (0.06 mol) of p,p'-biphenol and 5.4 g (0.02 mol) of 4-octyloxybenzoyl chloride derived from 4-octyloxybenzoic acid were dissolved in 100 ml of dried pyridine, which were stirred at room temperature for a night. After the completion of the reaction, the reaction mixture was added with 6 normal hydrochloric acid to adjust pH to not more than 1 and then the precipitate was taken out by filtration. Thus obtained precipitate was recrystallized from ethanol to obtain 4.4 g (yield: 53%) of a whi... Reactants: NC1CCCC1, Cn1c(-c2ccccc2)nc2c(Cl)ncnc21. Product: Cn1c(-c2ccccc2)nc2c(NC3CCCC3)ncnc21. RXN SMILES: [CH:18]1([NH2:23])[CH2:19][CH2:20][CH2:21][CH2:22]1.[Cl:1][c:2]1[c:3]2[n:4][c:5](-[c:12]3[cH:13][cH:14][cH:15][cH:16][cH:17]3)[n:6]([CH3:11])[c:7]2[n:8][cH:9][n:10]1>>[c:2]1([NH:23][CH:18]2[CH2:19][CH2:20][CH2:21][CH2:22]2)[c:3]2[n:4][c:5](-[c:12]3[cH:13][cH:14][cH:15][cH:16][cH:17]3)[n:6]([CH3:11])[c:7]2[n:8][cH:9][n:10]1. The reactants are N1CCC(CC1)NC(=O)C1=CNC2=C1N=CN=C2C2=C(C=CC(=C2)OC)OCC2CC2 (4-(2-cyclopropylmethoxy-5-methoxy-phenyl)-5H-pyrrolo[3,2-d]pyrimidine-7-carboxylic acid piperidin-4-ylamide), ClC(=O)C1(CC1)OC(C)=O (acetic acid 1-chlorocarbonyl-cyclopropyl ester). Product: OC1(CC1)C(=O)N1CCC(CC1)NC(=O)C1=CNC2=C1N=CN=C2C2=C(C=CC(=C2)OC)OCC2CC2 (4-(2-Cyclopropylmethoxy-5-methoxy-phenyl)-5H-pyrrolo[3,2-d]pyrimidine-7-carboxylic acid [1-(1-hydroxy-cyclopropanecarbonyl)-piperidin-4-yl]-amide). RXN SMILES: [NH:1]1[CH2:6][CH2:5][CH:4]([NH:7][C:8]([C:10]2[C:14]3[N:15]=[CH:16][N:17]=[C:18]([C:19]4[CH:24]=[C:23]([O:25][CH3:26])[CH:22]=[CH:21][C:20]=4[O:27][CH2:28][CH:29]4[CH2:31][CH2:30]4)[C:13]=3[NH:12][CH:11]=2)=[O:9])[CH2:3][CH2:2]1.Cl[C:33]([C:35]1([O:38]C(=O)C)[CH2:37][CH2:36]1)=[O:34]>>[OH:38][C:35]1([C:33]([N:1]2[CH2:2][CH2:3][CH:4]([NH:7][C:8]([C:10]3[C:14]4[N:15]=[CH:16][N:17]=[C:18]([C:19]5[CH:24]=[C:23]([O:25][CH3:26])[CH:22]=[CH:21][C:20]=5[O:27][CH2:28][CH:29]5[CH2:30][CH2:31]5)[C:13]=4[NH:12][CH:11]=3)=[O:9])[CH2:5][CH2:6]2)=[O:34])[CH2:37][CH2:36]1. Reported procedure: Starting from 4-(2-cyclopropylmethoxy-5-methoxy-phenyl)-5H-pyrrolo[3,2-d]pyrimidine-7-carboxylic acid piperidin-4-ylamide (example A155) and acetic acid 1-chlorocarbonyl-cyclopropyl ester the title compound is obtained as colorless solid. Reactants: CC=1C=C(C(C(=O)OC)(O)C2=CC(=C(C=C2)OC)C)C=CC1OC (methyl 3,3′-dimethyl-4,4′-dimethoxybenzilate), [C@@]12(C=CC[C@H](CC1)N2C)O (tropenol). The product is CC=1C=C(C(C(=O)O[C@]23C=CC[C@H](CC2)N3C)(O)C3=CC(=C(C=C3)OC)C)C=CC1OC (tropenol 3,3′-dimethyl-4,4′-dimethoxybenzilate). RXN SMILES: [CH3:1][C:2]1[CH:3]=[C:4]([CH:20]=[CH:21][C:22]=1[O:23][CH3:24])[C:5]([C:11]1[CH:16]=[CH:15][C:14]([O:17][CH3:18])=[C:13]([CH3:19])[CH:12]=1)([OH:10])[C:6]([O:8][CH3:9])=[O:7].[C@@:25]12(O)[N:32](C)[C@@H:29]([CH2:30][CH2:31]1)[CH2:28][CH:27]=[CH:26]2>>[CH3:19][C:13]1[CH:12]=[C:11]([CH:16]=[CH:15][C:14]=1[O:17][CH3:18])[C:5]([C:4]1[CH:20]=[CH:21][C:22]([O:23][CH3:24])=[C:2]([CH3:1])[CH:3]=1)([OH:10])[C:6]([O:8][C@@:9]12[N:32]([CH3:25])[C@@H:29]([CH2:30][CH2:31]1)[CH2:28][CH:27]=[CH:26]2)=[O:7]. Procedure: 4.17 is prepared analogously to the method according to II.1; the product is purified by recrystallizing from diethylether. Yield: 2.30 g (35% of theory) starting from 5.0 g (0.015 mol) of 3h and 4.21 g (0.03 mol) of tropenol; melting point: 126° C.